This data is from the Open Reaction Database (ORD), a public repository of structured organic reaction records. The task is: describe an organic reaction: reactants, conditions, products, and yield The reactants are COC([C@H]([C@@H](C)O)NC(C(CC)NC(=O)C=1C2=C(C=NC1)N(N=C2)C2=CC=C(C=C2)F)=O)=O ((2S,3R)-2-(2-{[1-(4-fluorophenyl)-1H-pyrazolo[3,4-c]pyridine-4-carbonyl]-amino}-butyrylamino)-3-hydroxy-butyric acid methyl ester), CC[N+](CC)(CC)S(=O)(=O)N=C([O-])OC (Burgess reagent). Solvent: C1CCOC1 (THF). The product is COC(=O)[C@H]1N=C(O[C@H]1C)C(CC)NC(=O)C=1C2=C(C=NC1)N(N=C2)C2=CC=C(C=C2)F ((4S,5S)-2-(1-{[1-(4-fluorophenyl)-1H-pyrazolo[3,4-c]pyridine-4-carbonyl]-amino}-propyl)-5-methyl-4,5-dihydro-oxazole-4-carboxylic acid methyl ester). As a reaction SMILES: [CH3:1][O:2][C:3](=[O:33])[C@@H:4]([NH:8][C:9](=O)[CH:10]([NH:13][C:14]([C:16]1[C:17]2[CH:24]=[N:23][N:22]([C:25]3[CH:30]=[CH:29][C:28]([F:31])=[CH:27][CH:26]=3)[C:18]=2[CH:19]=[N:20][CH:21]=1)=[O:15])[CH2:11][CH3:12])[C@H:5]([OH:7])[CH3:6].CC[N+](S(N=C(OC)[O-])(=O)=O)(CC)CC>C1COCC1>[CH3:1][O:2][C:3]([C@@H:4]1[C@H:5]([CH3:6])[O:7][C:9]([CH:10]([NH:13][C:14]([C:16]2[C:17]3[CH:24]=[N:23][N:22]([C:25]4[CH:26]=[CH:27][C:28]([F:31])=[CH:29][CH:30]=4)[C:18]=3[CH:19]=[N:20][CH:21]=2)=[O:15])[CH2:11][CH3:12])=[N:8]1)=[O:33]. Procedure details: To a solution of (2S,3R)-2-(2-{[1-(4-fluorophenyl)-1H-pyrazolo[3,4-c]pyridine-4-carbonyl]-amino}-butyrylamino)-3-hydroxy-butyric acid methyl ester (0.900 g, 1.96 mmol) in THF (20.0 mL) was added Burgess reagent (0.586 g, 2.46 mmol). The mixture was warmed at reflux for 23 hours. The mixture was then concentrated in vacuo, dissolved in ethyl acetate (100 mL) and washed with saturated aqueous sodium bicarbonate (50 mL) and brine (50 mL). The organic layer was dried over MgSO4, filtered and concent...